This data is from the Open Reaction Database (ORD), a public repository of structured organic reaction records. The task is: describe an organic reaction: reactants, conditions, products, and yield Starting materials: C(C)(C)(C)OC(=O)N1[C@@H](CCCC1)CN ((S)-2-aminomethyl-piperidine-1-carboxylic acid tert-butyl ester), ClC1=NC=CC=C1C#N (2-chloro-3-cyanopyridine). The product is C(C)(C)(C)OC(=O)N1[C@@H](CCCC1)CNC1=NC=CC=C1C#N ((S)-2-[(3-Cyano-pyridin-2-ylamino)-methyl]-piperidine-1-carboxylic acid tert butyl ester). Isolated yield 28.9%. As a reaction SMILES: [C:1]([O:5][C:6]([N:8]1[CH2:13][CH2:12][CH2:11][CH2:10][C@H:9]1[CH2:14][NH2:15])=[O:7])([CH3:4])([CH3:3])[CH3:2].Cl[C:17]1[C:22]([C:23]#[N:24])=[CH:21][CH:20]=[CH:19][N:18]=1>>[C:1]([O:5][C:6]([N:8]1[CH2:13][CH2:12][CH2:11][CH2:10][C@H:9]1[CH2:14][NH:15][C:17]1[C:22]([C:23]#[N:24])=[CH:21][CH:20]=[CH:19][N:18]=1)=[O:7])([CH3:4])([CH3:3])[CH3:2]. Reported procedure: The title compound (0.66 g) was prepared from (S)-2-aminomethyl-piperidine-1-carboxylic acid tert-butyl ester (1.55 g) and 2-chloro-3-cyanopyridine (1.0 g) according to the method of D28. The reactants are diol, O[C@@H](CCO)CCCCCCCCCCC ((R)-3-Hydroxy tetradecan-1-ol), N1C=NC=C1 (imidazole), [Si](C)(C)(C(C)(C)C)Cl (t-butyldimethylsilyl chloride). The solvent is C(C)(=O)OCC (ethyl acetate), CN(C=O)C (N,N-dimethyl formamide). Run at time 2 hour. Product: monosilyl, [Si](C)(C)(C(C)(C)C)OCC[C@@H](CCCCCCCCCCC)O ((R)-1-t-Butyldimethylsilyloxy-3-hydroxytetradecane). Isolated yield 81.2%. Reaction SMILES: [OH:1][C@H:2]([CH2:6][CH2:7][CH2:8][CH2:9][CH2:10][CH2:11][CH2:12][CH2:13][CH2:14][CH2:15][CH3:16])[CH2:3][CH2:4][OH:5].N1C=CN=C1.[Si:22](Cl)([C:25]([CH3:28])([CH3:27])[CH3:26])([CH3:24])[CH3:23]>CN(C)C=O.C(OCC)(=O)C>[Si:22]([O:5][CH2:4][CH2:3][C@H:2]([OH:1])[CH2:6][CH2:7][CH2:8][CH2:9][CH2:10][CH2:11][CH2:12][CH2:13][CH2:14][CH2:15][CH3:16])([C:25]([CH3:28])([CH3:27])[CH3:26])([CH3:24])[CH3:23]. Reported procedure: To a solution of diol compound 9 (2.28 g, 10 mmol) in N,N-dimethyl formamide (50 mL) at 0° C. was added sequentially imidazole (1.63 g, 24 mmol), and t-butyldimethylsilyl chloride (1.65 g, 11 mmol), and the reaction mixture was stirred for 2 h. After completion of the reaction (TLC). The mixture was diluted with ethyl acetate (200 mL), washed with water (2×50 mL), dried and concentrated to give a colorless oil, which after purification by flash chromatography, afforded the pure monosilyl compoun... The reactants are C(C1=CC=CC=C1)(=O)C1=CC=CC=C1 (benzophenone), N (ammonia). The product is C(C1=CC=CC=C1)(C1=CC=CC=C1)=N (benzophenone imine). As a reaction SMILES: [C:1]([C:9]1[CH:14]=[CH:13][CH:12]=[CH:11][CH:10]=1)(=O)[C:2]1[CH:7]=[CH:6][CH:5]=[CH:4][CH:3]=1.[NH3:15]>>[C:1](=[NH:15])([C:9]1[CH:14]=[CH:13][CH:12]=[CH:11][CH:10]=1)[C:2]1[CH:7]=[CH:6][CH:5]=[CH:4][CH:3]=1. Reported procedure: In particular, m=n=0, i.e. benzophenone is used for reaction with ammonia to give benzophenone imine. The reactants are FC1=C(C=C(C=2N(C(CCCC21)=O)C=C)F)F (6,7,9-trifluoro-1-vinyl-1,3,4,5-tetrahydro-benzo[b]azepin-2-one), C(C)[Zn]CC (Diethyl zinc), [NH4+].[Cl-] (NH4Cl), FC(C(=O)O)(F)F (Trifluoroacetic acid), ICI (diiodomethane). The solvent is C(Cl)Cl (methylene chloride), C(Cl)Cl (Methylene chloride). Conditions: temperature 0 celsius, time 15 minute. The product is C1(CC1)N1C2=C(CCCC1=O)C(=C(C=C2F)F)F (1-cyclopropyl-6,7,9-trifluoro-1,3,4,5-tetrahydro-benzo[b]azepin-2-one). RXN SMILES: [CH2:1]([Zn]CC)C.FC(F)(F)C(O)=O.ICI.[F:16][C:17]1[C:27]2[CH2:26][CH2:25][CH2:24][C:23](=[O:28])[N:22]([CH:29]=[CH2:30])[C:21]=2[C:20]([F:31])=[CH:19][C:18]=1[F:32].[NH4+].[Cl-]>C(Cl)Cl>[CH:29]1([N:22]2[C:23](=[O:28])[CH2:24][CH2:25][CH2:26][C:27]3[C:17]([F:16])=[C:18]([F:32])[CH:19]=[C:20]([F:31])[C:21]2=3)[CH2:1][CH2:30]1 |f:4.5|. Procedure: An oven-dried 250 mL round-bottom flask was fitted with a stirbar and septa and flushed with nitrogen. Diethyl zinc (12.0 mL, 1.0 M/hexanes, 12.0 mmol) was added and cooled to 0° C. Trifluoroacetic acid (0.90 mL, 11.7 mmol) was added in a careful, dropwise manner over 5 minutes, and the reaction was then stirred for 15 minutes. Methylene chloride (10 mL) and diiodomethane (1.20 mL, 14.9 mmol) were then added, and the reaction was stirred for an additional 20 minutes. A solution of the product of... Product: CN(Cc1ccccc1)CC1CCCO1. Starting materials: [Al+3], CN(Cc1ccccc1)C(=O)C1CCCO1, [H-], [H-], [H-], [H-], [Li+], [Na+], C1CCOC1, [OH-], O. As a reaction SMILES: [Al+3:18].[CH2:1]([c:2]1[cH:3][cH:4][cH:5][cH:6][cH:7]1)[N:8]([C:9](=[O:10])[CH:11]1[O:12][CH2:13][CH2:14][CH2:15]1)[CH3:16].[H-:17].[H-:20].[H-:21].[H-:22].[Li+:19].[Na+:25].[O:26]1[CH2:27][CH2:28][CH2:29][CH2:30]1.[OH-:24].[OH2:23]>>[CH2:1]([c:2]1[cH:3][cH:4][cH:5][cH:6][cH:7]1)[N:8]([CH2:9][CH:11]1[O:12][CH2:13][CH2:14][CH2:15]1)[CH3:16]. Product: CN1N=CC2=C1N=C1SCCCN1C2=O (7,8-Dihydro-1-methyl-6H-pyrazolo[3',4':4,5]pyrimido[2,1-b]-[1,3]thiazin-4(1H)-one). The yield is 38.2%. Run at temperature 80 celsius, time 8 hour. Run in CN(C=O)C (dimethylformamide). The reactants are SC=1NC(C2=C(N1)N(N=C2)C)=O (4,5-dihydro-6-mercapto-1-methylpyrazolo[3,4-d]pyrimidin-4(1H)-one), C([O-])([O-])=O.[K+].[K+] (potassium carbonate), BrCCCBr (1,3-dibromopropane). Reaction SMILES: [SH:1][C:2]1[NH:3][C:4](=[O:12])[C:5]2[CH:10]=[N:9][N:8]([CH3:11])[C:6]=2[N:7]=1.C(=O)([O-])[O-].[K+].[K+].Br[CH2:20][CH2:21][CH2:22]Br>CN(C)C=O>[CH3:11][N:8]1[C:6]2[N:7]=[C:2]3[N:3]([C:4](=[O:12])[C:5]=2[CH:10]=[N:9]1)[CH2:22][CH2:21][CH2:20][S:1]3 |f:1.2.3|. Procedure details: In 80 ml of dimethylformamide was dissolved 4.0 g (22.0 mmol) of 4,5-dihydro-6-mercapto-1-methylpyrazolo[3,4-d]pyrimidin-4(1H)-one [Helv. Chim. Acta, 42, 349 (1959)], and 9.1 g (66 mmol) of potassium carbonate and 3.34 ml (32.9 mmol) of 1,3-dibromopropane were added to the solution, followed by stirring at 80° C. for 8 hours. After evaporation of the solvent, the residue was subjected to partition between chloroform and water, and the chloroform layer was concentrated to dryness under reduced pr...